describe an organic reaction: reactants, conditions, products, and yield From a dataset of the Open Reaction Database (ORD), a public repository of structured organic reaction records. Starting materials: O=C([O-])[O-], CCC1CC(Oc2ccc(C#N)cc2)CC1c1nnc2cnc3c(ccn3S(=O)(=O)c3ccc(C)cc3)n12, C1COCCO1, [Na+], [Na+]. Yields the product CCC1CC(Oc2ccc(C#N)cc2)CC1c1nnc2cnc3[nH]ccc3n12. RXN SMILES: [C:39](=[O:40])([O-:41])[O-:42].[CH2:1]([CH3:2])[CH:3]1[CH2:4][CH:5]([O:30][c:31]2[cH:32][cH:33][c:34]([C:35]#[N:36])[cH:37][cH:38]2)[CH2:6][CH:7]1[c:8]1[n:9][n:10][c:11]2[n:12]1[c:13]1[c:14]([n:15][cH:16]2)[n:17]([S:20]([c:21]2[cH:22][cH:23][c:24]([CH3:25])[cH:26][cH:27]2)(=[O:28])=[O:29])[cH:18][cH:19]1.[CH2:45]1[O:46][CH2:47][CH2:48][O:49][CH2:50]1.[Na+:43].[Na+:44]>>[CH2:1]([CH3:2])[CH:3]1[CH2:4][CH:5]([O:30][c:31]2[cH:32][cH:33][c:34]([C:35]#[N:36])[cH:37][cH:38]2)[CH2:6][CH:7]1[c:8]1[n:9][n:10][c:11]2[n:12]1[c:13]1[c:14]([n:15][cH:16]2)[nH:17][cH:18][cH:19]1. Reactants: ClC1=C2C(=NC=C1)NC=C2C (4-chloro-3-methyl-1H-pyrrolo[2,3-b]pyridine), FC1=C(N)C=CC(=C1)[N+](=O)[O-] (2-fluoro-4-nitroaniline), C1(CCCCC1)P(C1=C(C=CC=C1)C1=C(C=C(C=C1C(C)C)C(C)C)C(C)C)C1CCCCC1 (dicyclohexyl(2′,4′,6′-triisopropylbiphenyl-2-yl)phosphine), C([O-])([O-])=O.[K+].[K+] (potassium carbonate). The reagents and catalysts are C=1C=CC(=CC1)/C=C/C(=O)/C=C/C2=CC=CC=C2.C=1C=CC(=CC1)/C=C/C(=O)/C=C/C2=CC=CC=C2.C=1C=CC(=CC1)/C=C/C(=O)/C=C/C2=CC=CC=C2.[Pd].[Pd] (tris(dibenzylideneacetone)dipalladium). Run in C(C)(C)(C)O (tert-butanol). Product: FC1=C(C=CC(=C1)[N+](=O)[O-])NC=1C2=C(N=CC1)NC=C2C (N-(2-Fluoro-4-nitrophenyl)-3-methyl-1H-pyrrolo[2,3-b]pyridine-4-amine). Reaction SMILES: Cl[C:2]1[CH:7]=[CH:6][N:5]=[C:4]2[NH:8][CH:9]=[C:10]([CH3:11])[C:3]=12.[F:12][C:13]1[CH:19]=[C:18]([N+:20]([O-:22])=[O:21])[CH:17]=[CH:16][C:14]=1[NH2:15].C1(P(C2CCCCC2)C2C=CC=CC=2C2C(C(C)C)=CC(C(C)C)=CC=2C(C)C)CCCCC1.C(=O)([O-])[O-].[K+].[K+]>C(O)(C)(C)C.C1C=CC(/C=C/C(/C=C/C2C=CC=CC=2)=O)=CC=1.C1C=CC(/C=C/C(/C=C/C2C=CC=CC=2)=O)=CC=1.C1C=CC(/C=C/C(/C=C/C2C=CC=CC=2)=O)=CC=1.[Pd].[Pd]>[F:12][C:13]1[CH:19]=[C:18]([N+:20]([O-:22])=[O:21])[CH:17]=[CH:16][C:14]=1[NH:15][C:2]1[C:3]2[C:10]([CH3:11])=[CH:9][NH:8][C:4]=2[N:5]=[CH:6][CH:7]=1 |f:3.4.5,7.8.9.10.11|. Procedure details: A solution of 8 mg (50 μmol) of 4-chloro-3-methyl-1H-pyrrolo[2,3-b]pyridine, 9 mg (60 μmol) of 2-fluoro-4-nitroaniline, 4 mg (5 mmol) of tris(dibenzylideneacetone)dipalladium and 5 mg (10 μmol) of dicyclohexyl(2′,4′,6′-triisopropylbiphenyl-2-yl)phosphine and 10 mg (70 μmol) of potassium carbonate in 1.00 ml of degassed tert-butanol is stirred at 100° C. in a sealed pressure vessel for 3 h. After cooling to RT, the mixture is filtered through Celite, the Celite is washed with methanol and the fil...